From a dataset of the Open Reaction Database (ORD), a public repository of structured organic reaction records. describe an organic reaction: reactants, conditions, products, and yield The reactants are CSC1=CC=C(C=O)C=C1 (4-(methylthio)benzaldehyde), C(C)C(C#C)(CC)O (3-ethyl-1-pentyn-3-ol), C[Li] (methyllithium). Solvent: C1CCOC1 (THF), CCCCCC (hexane). Reaction conditions: time 30 minute. Product: C(C)C(C#CC(O)C1=CC=C(C=C1)SC)(CC)O (4-ethyl-1-{4-(methylthio)phenyl}-2-hexyn-1,4-diol). RXN SMILES: [CH2:1]([C:3]([OH:8])([CH2:6][CH3:7])[C:4]#[CH:5])[CH3:2].C[Li].[CH3:11][S:12][C:13]1[CH:20]=[CH:19][C:16]([CH:17]=[O:18])=[CH:15][CH:14]=1>C1COCC1.CCCCCC>[CH2:4]([C:3]([OH:8])([CH2:6][CH3:7])[C:1]#[C:2][CH:17]([C:16]1[CH:19]=[CH:20][C:13]([S:12][CH3:11])=[CH:14][CH:15]=1)[OH:18])[CH3:5]. Procedure details: To a stirred solution of 3-ethyl-1-pentyn-3-ol (7.7 ml) in 300 ml anhydrous THF, was added dropwise 100 ml of 1.4 M methyllithium in hexane at −78° C. under argon. The mixture was further stirred for 30 minutes, followed by dropwise addition of 4-(methylthio)benzaldehyde (9.3 ml). The reaction mixture was stirred for another 12 hours, during which the cold bath was removed such that the reaction temperature reached room temperature slowly. Then the reaction was quenched by adding dilute aqueous ... Starting materials: O=C1NC(=O)c2ccccc21, ClCCl, CN(C)C=O, Cc1nnc(CNC(=O)CCl)n1-c1ccc(Cl)cc1C(=O)c1ccccc1, [K]. Product: Cc1nnc(CNC(=O)CN2C(=O)c3ccccc3C2=O)n1-c1ccc(Cl)cc1C(=O)c1ccccc1. As a reaction SMILES: [C:28]1(=[O:38])[c:29]2[c:30]([cH:34][cH:35][cH:36][cH:37]2)[C:31](=[O:33])[NH:32]1.[CH2:40]([Cl:41])[Cl:42].[CH3:43][N:44]([CH3:45])[CH:46]=[O:47].[Cl:1][c:2]1[cH:3][cH:4][c:5](-[n:16]2[c:17]([CH2:22][NH:23][C:24]([CH2:25][Cl:26])=[O:27])[n:18][n:19][c:20]2[CH3:21])[c:6]([C:7](=[O:8])[c:9]2[cH:10][cH:11][cH:12][cH:13][cH:14]2)[cH:15]1.[K:39]>>[Cl:1][c:2]1[cH:3][cH:4][c:5](-[n:16]2[c:17]([CH2:22][NH:23][C:24]([CH2:25][N:32]3[C:28](=[O:38])[c:29]4[c:30]([cH:34][cH:35][cH:36][cH:37]4)[C:31]3=[O:33])=[O:27])[n:18][n:19][c:20]2[CH3:21])[c:6]([C:7](=[O:8])[c:9]2[cH:10][cH:11][cH:12][cH:13][cH:14]2)[cH:15]1. Starting materials: N1=CC=C(C=C1)N1CCN(CC1)CC(=O)C1=CC=C(OC(C(=O)OC)(C)C)C=C1 (methyl 2-[4-[2-[4-(4-pyridyl)piperazin-1-yl]acetyl]phenoxy]isobutyrate), Br (hydrobromic acid), O1CCOCC1 (dioxane). The solvent is O (water), O (water). Conditions: temperature 95 celsius. Product: N1=CC=C(C=C1)N1CCN(CC1)CC(=O)C1=CC=C(OC(C(=O)O)(C)C)C=C1 (2-[4-[2-[4-(4-Pyridyl)piperazin-1-yl]acetyl]phenoxy]isobutyric acid). Reaction SMILES: [N:1]1[CH:6]=[CH:5][C:4]([N:7]2[CH2:12][CH2:11][N:10]([CH2:13][C:14]([C:16]3[CH:29]=[CH:28][C:19]([O:20][C:21]([CH3:27])([CH3:26])[C:22]([O:24]C)=[O:23])=[CH:18][CH:17]=3)=[O:15])[CH2:9][CH2:8]2)=[CH:3][CH:2]=1.Br.O1CCOCC1>O>[N:1]1[CH:6]=[CH:5][C:4]([N:7]2[CH2:8][CH2:9][N:10]([CH2:13][C:14]([C:16]3[CH:29]=[CH:28][C:19]([O:20][C:21]([CH3:27])([CH3:26])[C:22]([OH:24])=[O:23])=[CH:18][CH:17]=3)=[O:15])[CH2:11][CH2:12]2)=[CH:3][CH:2]=1. Reported procedure: A mixture of methyl 2-[4-[2-[4-(4-pyridyl)piperazin-1-yl]acetyl]phenoxy]isobutyrate (50 mg), 48% w/v hydrobromic acid (0.74 ml), dioxane (1 ml) and water (3 ml) was heated at 95° C. for 4 hours. The solution was cooled, diluted with water and freeze-dried to give the title compound, 40 mg, as a pale yellow solid: m.p. 163°-167° C.; NMR (D2O) δ8.40 (2H, d), 8.16 (2H, d), 7.40 (2H, d), 7.21 (2H, d), 5.21 (2H, s), 4 32 (4H, b), 3 89 (4H, bt), 1.86 (6H s); m/e 384 (M+H)+ ; calculated for C21H25N3.2H... The reactants are CCOc1cc(C(C)(C)C)ccc1C1=NC(c2ccc(Cl)cc2)C(c2ccc(Cl)cc2)N1C(=O)Cl, C1CC(N2CCOCC2)CCN1. The product is CCOc1cc(C(C)(C)C)ccc1C1=NC(c2ccc(Cl)cc2)C(c2ccc(Cl)cc2)N1C(=O)N1CCC(N2CCOCC2)CC1. Reaction SMILES: [C:1]([CH3:2])([CH3:3])([CH3:4])[c:5]1[cH:6][c:7]([O:33][CH2:34][CH3:35])[c:8]([C:11]2=[N:15][CH:14]([c:16]3[cH:17][cH:18][c:19]([Cl:22])[cH:20][cH:21]3)[CH:13]([c:23]3[cH:24][cH:25][c:26]([Cl:29])[cH:27][cH:28]3)[N:12]2[C:30](=[O:31])[Cl:32])[cH:9][cH:10]1.[O:36]1[CH2:37][CH2:38][N:39]([CH:42]2[CH2:43][CH2:44][NH:45][CH2:46][CH2:47]2)[CH2:40][CH2:41]1>>[C:1]([CH3:2])([CH3:3])([CH3:4])[c:5]1[cH:6][c:7]([O:33][CH2:34][CH3:35])[c:8]([C:11]2=[N:15][CH:14]([c:16]3[cH:17][cH:18][c:19]([Cl:22])[cH:20][cH:21]3)[CH:13]([c:23]3[cH:24][cH:25][c:26]([Cl:29])[cH:27][cH:28]3)[N:12]2[C:30](=[O:31])[N:45]2[CH2:44][CH2:43][CH:42]([N:39]3[CH2:38][CH2:37][O:36][CH2:41][CH2:40]3)[CH2:47][CH2:46]2)[cH:9][cH:10]1. Reactants: CO, [Li+], CC(=O)OCCOc1ccnc(N2CCN(c3ccc(NC(=O)C(=O)c4c(-c5ccccc5)cc5ccccn45)cc3)CC2)c1, [OH-], O. Product: O=C(Nc1ccc(N2CCN(c3cc(OCCO)ccn3)CC2)cc1)C(=O)c1c(-c2ccccc2)cc2ccccn12. As a reaction SMILES: [CH3:49][OH:50].[Li+:3].[O:4]=[C:5]([C:6](=[O:7])[NH:8][c:9]1[cH:10][cH:11][c:12]([N:15]2[CH2:16][CH2:17][N:18]([c:21]3[n:22][cH:23][cH:24][c:25]([O:27][CH2:28][CH2:29][O:30][C:31](=[O:32])[CH3:33])[cH:26]3)[CH2:19][CH2:20]2)[cH:13][cH:14]1)[c:34]1[c:35](-[c:43]2[cH:44][cH:45][cH:46][cH:47][cH:48]2)[cH:36][c:37]2[cH:38][cH:39][cH:40][cH:41][n:42]12.[OH-:2].[OH2:1]>>[O:4]=[C:5]([C:6](=[O:7])[NH:8][c:9]1[cH:10][cH:11][c:12]([N:15]2[CH2:16][CH2:17][N:18]([c:21]3[n:22][cH:23][cH:24][c:25]([O:27][CH2:28][CH2:29][OH:30])[cH:26]3)[CH2:19][CH2:20]2)[cH:13][cH:14]1)[c:34]1[c:35](-[c:43]2[cH:44][cH:45][cH:46][cH:47][cH:48]2)[cH:36][c:37]2[cH:38][cH:39][cH:40][cH:41][n:42]12.